From a dataset of the Open Reaction Database (ORD), a public repository of structured organic reaction records. describe an organic reaction: reactants, conditions, products, and yield The reactants are FC(C1=CC=C(CC=2C=C(C(=O)OC)C=CN2)C=C1)(F)F (Methyl 2-(4-(trifluoromethyl)benzyl)isonicotinate). Reagents/catalysts: [Pt](=O)=O (Platinum(IV) oxide), [Pt](=O)=O (platinum(IV) oxide). Run in C(C)(=O)O (acetic acid), CO (methanol). Reaction conditions: time 6 hour. Product: FC(C1=CC=C(CC2NCCC(C2)C(=O)OC)C=C1)(F)F (Methyl 2-(4-(trifluoromethyl)benzyl)piperidine-4-carboxylate). The yield is 80.9%. RXN SMILES: [F:1][C:2]([F:21])([F:20])[C:3]1[CH:19]=[CH:18][C:6]([CH2:7][C:8]2[CH:9]=[C:10]([CH:15]=[CH:16][N:17]=2)[C:11]([O:13][CH3:14])=[O:12])=[CH:5][CH:4]=1>C(O)(=O)C.CO.[Pt](=O)=O>[F:21][C:2]([F:1])([F:20])[C:3]1[CH:4]=[CH:5][C:6]([CH2:7][CH:8]2[CH2:9][CH:10]([C:11]([O:13][CH3:14])=[O:12])[CH2:15][CH2:16][NH:17]2)=[CH:18][CH:19]=1. Procedure: Methyl 2-(4-(trifluoromethyl)benzyl)isonicotinate (11.5 g, 38.95 mmol) was dissolved in acetic acid (200 mL) and methanol (100 mL). Platinum(IV) oxide (0.177 g, 0.78 mmol) was added and the mixture hydrogenated in a Büchi hydrogenator at room temperature and 7 bar for 6 h. The catalyst was filtered off. Fresh platinum(IV) oxide (0.18 g, 0.78 mmol) was added and hydrogenation continued at 9 bar for 7 h. The catalyst was filtered off, the solvent was evaporated and the residue partitioned between ... Reactants: [Cl-].[NH4+] (ammonium chloride), C(C)(C)(C)OC(=O)N1C[C@H]2CC3=CC=C(N=C3N2[C@@H](C1)C)Br ((4R,9aR)-6-bromo-4-methyl-3,4,9,9a-tetrahydro-1H-2,4a,5-triaza-fluorene-2-carboxylic acid tert-butyl ester), C(C)=O (acetaldehyde), C(C)(C)(C)[Li] (tert-butyllithium). Run in C(C)OCC (diethyl ether). Run at time 15 minute. Yields the product C(C)(C)(C)OC(=O)N1C[C@H]2CC3=CC=C(N=C3N2[C@@H](C1)C)C(C)O ((4R,9aR)-6-(1-(RS)-Hydroxy-ethyl)-4-methyl-3,4,9,9a-tetrahydro-1H-2,4a,5-triaza-fluorene-2-carboxylic acid tert-butyl ester). As a reaction SMILES: [C:1]([O:5][C:6]([N:8]1[CH2:20][C@@H:19]([CH3:21])[N:18]2[C@H:10]([CH2:11][C:12]3[C:17]2=[N:16][C:15](Br)=[CH:14][CH:13]=3)[CH2:9]1)=[O:7])([CH3:4])([CH3:3])[CH3:2].C([Li])(C)(C)C.[CH:28](=[O:30])[CH3:29].[Cl-].[NH4+]>C(OCC)C>[C:1]([O:5][C:6]([N:8]1[CH2:20][C@@H:19]([CH3:21])[N:18]2[C@H:10]([CH2:11][C:12]3[C:17]2=[N:16][C:15]([CH:28]([OH:30])[CH3:29])=[CH:14][CH:13]=3)[CH2:9]1)=[O:7])([CH3:4])([CH3:3])[CH3:2] |f:3.4|. Reported procedure: A solution of 6.0 g (16.3 mmol) (4R,9aR)-6-bromo-4-methyl-3,4,9,9a-tetrahydro-1H-2,4a,5-triaza-fluorene-2-carboxylic acid tert-butyl ester in 250 ml diethyl ether was cooled to −100 deg C. and treated with 11.9 ml (17.9 mmol) tert-butyllithium (1.5 M in n-pentane). After 15 min, 1.0 ml (0.79 g, 17.9 mmol) acetaldehyde was added and the reaction was stirred for 40 min at the same temperature. After warming to −75 deg C. the reaction mixture was poured onto 10% aqueous ammonium chloride solution a...